This data is from the Open Reaction Database (ORD), a public repository of structured organic reaction records. The task is: describe an organic reaction: reactants, conditions, products, and yield Starting materials: [Si](C)(C)(C(C)(C)C)O[C@H](C(=O)OCC)C1=CC=CC=C1 (ethyl (S)-α-(t-butyldimethylsilyloxy)-α-phenylacetate), solution, [H-].C(C(C)C)[Al+]CC(C)C (diisobutylaluminum hydride). The solvent is CCCCCC (hexane), CCCCCC (hexane). The product is [Si](C)(C)(C(C)(C)C)O[C@H](C=O)C1=CC=CC=C1 ((S)-α-(t-Butyldimethylsilyloxy)-α-phenylacetaldehyde). As a reaction SMILES: [Si:1]([O:8][C@@H:9]([C:15]1[CH:20]=[CH:19][CH:18]=[CH:17][CH:16]=1)[C:10](OCC)=[O:11])([C:4]([CH3:7])([CH3:6])[CH3:5])([CH3:3])[CH3:2].[H-].C([Al+]CC(C)C)C(C)C>CCCCCC>[Si:1]([O:8][C@@H:9]([C:15]1[CH:16]=[CH:17][CH:18]=[CH:19][CH:20]=1)[CH:10]=[O:11])([C:4]([CH3:7])([CH3:6])[CH3:5])([CH3:3])[CH3:2] |f:1.2|. Reported procedure: Following a procedure similar to that described in Preparation 25, but using 8.8 g of ethyl (S)-α-(t-butyldimethylsilyloxy)-α-phenylacetate (prepared as described in Preparation 24), 300 ml of dry hexane and 30 ml of a 1M solution of diisobutylaluminum hydride in hexane, and then purifying the reaction product by column chromatography through silica gel, using a 1:60 by volume mixture of ethyl acetate and hexane as the eluent, the title compound was obtained having an Rf=0.29 (thin layer chromat... Reactants: O=C1Cc2cc(Br)ccc2N1, C1CCNCC1, Cc1nc[nH]c1C=O, CC(C)O, O. The product is Cc1nc[nH]c1C=C1C(=O)Nc2ccc(Br)cc21. RXN SMILES: [Br:1][c:2]1[cH:3][c:4]2[c:8]([cH:9][cH:10]1)[NH:7][C:6](=[O:11])[CH2:5]2.[CH2:21]1[CH2:22][CH2:23][NH:24][CH2:25][CH2:26]1.[CH3:12][c:13]1[n:14][cH:15][nH:16][c:17]1[CH:18]=[O:19].[CH3:27][CH:28]([OH:29])[CH3:30].[OH2:20]>>[Br:1][c:2]1[cH:3][c:4]2[c:8]([cH:9][cH:10]1)[NH:7][C:6](=[O:11])[C:5]2=[CH:18][c:17]1[c:13]([CH3:12])[n:14][cH:15][nH:16]1. Reactants: bis(trimethylsilyl)sodium amide, C(=O)O.NC1=NC(=NC(=C1NC(OC)=O)C)C1=NN(C2=NC=CC=C21)CC2=C(C=CC=C2)F (Methyl {4-amino-2-[1-(2-fluorobenzyl)-1H-pyrazolo[3,4-b]pyridin-3-yl]-6-methylpyrimidin-5-yl}carbamate formate), O (water). Solvent: O1CCCC1 (tetrahydrofuran). Run at temperature 0 celsius, time 1 hour. Product: FC1=C(CN2N=C(C=3C2=NC=CC3)C3=NC(=C2NC(NC2=N3)=O)C)C=CC=C1 (2-[1-(2-Fluorobenzyl)-1H-pyrazolo[3,4-b]pyridin-3-yl]-6-methyl-7,9-dihydro-8H-purin-8-one). Reaction SMILES: C(O)=O.[NH2:4][C:5]1[C:10]([NH:11][C:12](=O)[O:13]C)=[C:9]([CH3:16])[N:8]=[C:7]([C:17]2[C:25]3[C:20](=[N:21][CH:22]=[CH:23][CH:24]=3)[N:19]([CH2:26][C:27]3[CH:32]=[CH:31][CH:30]=[CH:29][C:28]=3[F:33])[N:18]=2)[N:6]=1.O>O1CCCC1>[F:33][C:28]1[CH:29]=[CH:30][CH:31]=[CH:32][C:27]=1[CH2:26][N:19]1[C:20]2=[N:21][CH:22]=[CH:23][CH:24]=[C:25]2[C:17]([C:7]2[N:6]=[C:5]3[C:10]([NH:11][C:12](=[O:13])[NH:4]3)=[C:9]([CH3:16])[N:8]=2)=[N:18]1 |f:0.1|. Procedure details: Under an argon atmosphere, 245 mg (0.60 mmol) of the compound from example 69A were initially charged in tetrahydrofuran (2.6 ml) and cooled to 0° C., and 0.90 ml (0.90 mmol) of bis(trimethylsilyl)sodium amide (1.0 M in tetrahydrofuran) was added dropwise. The mixture was stirred at 0° C. for 1 h and then at RT overnight. Subsequently, the mixture was stirred at 60° C. for 8 h. Thereafter, water was added and the reaction mixture was concentrated. The residue was extracted twice with ethyl aceta... Reactants: COC(=O)c1ccc(-c2ncccc2C(F)(F)F)cc1[N+](=O)[O-], CCO. Product: COC(=O)c1ccc(-c2ncccc2C(F)(F)F)cc1N. RXN SMILES: [CH3:1][O:2][C:3]([c:4]1[c:5]([N+:20]([O-:21])=[O:22])[cH:6][c:7](-[c:10]2[n:11][cH:12][cH:13][cH:14][c:15]2[C:16]([F:17])([F:18])[F:19])[cH:8][cH:9]1)=[O:23].[CH3:24][CH2:25][OH:26]>>[CH3:1][O:2][C:3]([c:4]1[c:5]([NH2:20])[cH:6][c:7](-[c:10]2[n:11][cH:12][cH:13][cH:14][c:15]2[C:16]([F:17])([F:18])[F:19])[cH:8][cH:9]1)=[O:23]. The reactants are [Al+3], C1CCOC1, COC(=O)C(C)(C)OC1CCCCO1, [H-], [H-], [H-], [H-], [Li+]. Yields the product CC(C)(CO)OC1CCCCO1. As a reaction SMILES: [Al+3:16].[CH2:21]1[O:22][CH2:23][CH2:24][CH2:25]1.[CH3:1][C:2]([C:3](=[O:4])[O:5][CH3:6])([CH3:7])[O:8][CH:9]1[O:10][CH2:11][CH2:12][CH2:13][CH2:14]1.[H-:15].[H-:18].[H-:19].[H-:20].[Li+:17]>>[CH3:1][C:2]([CH2:3][OH:4])([CH3:7])[O:8][CH:9]1[O:10][CH2:11][CH2:12][CH2:13][CH2:14]1. The reactants are CCC1=C(C2=CC3=C(C(=C(N3)C=C4N=C(C5=C6NC(=CC1=N2)C(=C6C(=O)C5C(=O)OC)C)C(C4C)CCC(=O)OC)C)C=C)C (methyl pheophorbide-a), O (water). The solvent is N1=C(C=C(C=C1C)C)C (2,4,6-collidine). Reaction conditions: time 10 minute. Yields the product CCC1=C(C2=CC3=C(C(=C(N3)C=C4N=C(C5=C6NC(=CC1=N2)C(=C6C(=O)C5)C)[C@H]([C@@H]4C)CCC(=O)OC)C)C=C)C (methyl pyropheophorbide-a). Yield: 85.8%. As a reaction SMILES: [CH3:1][CH2:2][C:3]1[C:21]2=[N:22][C:5](=[CH:6][C:7]3[NH:11][C:10]([CH:12]=[C:13]4[CH:34]([CH3:35])[CH:33]([CH2:36][CH2:37][C:38]([O:40][CH3:41])=[O:39])[C:15]([C:16]5[CH:27](C(OC)=O)[C:25](=[O:26])[C:24]6[C:17]=5[NH:18][C:19]([C:23]=6[CH3:32])=[CH:20]2)=[N:14]4)=[C:9]([CH3:42])[C:8]=3[CH:43]=[CH2:44])[C:4]=1[CH3:45].O>N1C(C)=CC(C)=CC=1C>[CH3:1][CH2:2][C:3]1[C:21]2=[N:22][C:5](=[CH:6][C:7]3[NH:11][C:10]([CH:12]=[C:13]4[C@@H:34]([CH3:35])[C@H:33]([CH2:36][CH2:37][C:38]([O:40][CH3:41])=[O:39])[C:15]([C:16]5[CH2:27][C:25](=[O:26])[C:24]6[C:17]=5[NH:18][C:19]([C:23]=6[CH3:32])=[CH:20]2)=[N:14]4)=[C:9]([CH3:42])[C:8]=3[CH:43]=[CH2:44])[C:4]=1[CH3:45]. Procedure details: To a solution of methyl pheophorbide-a (100 mg, 0.17 mmol) in 2,4,6-collidine (25 mL, distilled) was added distilled water (6 μL, 0.33 mmol, 2 equiv.) and the mixture was refluxed under argon with stirring. The reaction was monitored by HPLC (hexaneacetone, 90:10-mobile phase, LiChrospherCN-column, detection at 425 and 410 nm). After 10 min the reaction was shown to have reached 100% completion by HPLC peak area. The solution was cooled to room temperature after 30 min of reflux and solvent remo... Reactants: CC(=O)O, CC(=O)[O-], CCO, CCc1c(C=O)cccc1-c1cnc(-c2ccc(OC(C)C)c(Cl)c2)s1, CCOC(=O)C1CCNCC1, [Na+]. Product: CCOC(=O)C1CCN(Cc2cccc(-c3cnc(-c4ccc(OC(C)C)c(Cl)c4)s3)c2CC)CC1. As a reaction SMILES: [CH3:27][C:28](=[O:29])[OH:30].[CH3:32][C:33](=[O:34])[O-:35].[CH3:47][CH2:48][OH:49].[Cl:1][c:2]1[cH:3][c:4](-[c:12]2[s:13][c:14](-[c:17]3[c:18]([CH2:25][CH3:26])[c:19]([CH:20]=[O:21])[cH:22][cH:23][cH:24]3)[cH:15][n:16]2)[cH:5][cH:6][c:7]1[O:8][CH:9]([CH3:10])[CH3:11].[NH:36]1[CH2:37][CH2:38][CH:39]([C:42](=[O:43])[O:44][CH2:45][CH3:46])[CH2:40][CH2:41]1.[Na+:31]>>[Cl:1][c:2]1[cH:3][c:4](-[c:12]2[s:13][c:14](-[c:17]3[c:18]([CH2:25][CH3:26])[c:19]([CH2:20][N:36]4[CH2:37][CH2:38][CH:39]([C:42](=[O:43])[O:44][CH2:45][CH3:46])[CH2:40][CH2:41]4)[cH:22][cH:23][cH:24]3)[cH:15][n:16]2)[cH:5][cH:6][c:7]1[O:8][CH:9]([CH3:10])[CH3:11]. Starting materials: CC(=O)c1cncc(Cl)c1COc1cccc2c(-c3ccnn3C)cc(C)nc12, OCc1c(Cl)cncc1Cl. Yields the product Cc1cc(-c2ccnn2C)c2cccc(OCc3c(Cl)cncc3C(C)O)c2n1. Reaction SMILES: [Cl:11][c:12]1[c:13]([CH2:21][O:22][c:23]2[cH:24][cH:25][cH:26][c:27]3[c:28](-[c:34]4[n:35]([CH3:39])[n:36][cH:37][cH:38]4)[cH:29][c:30]([CH3:33])[n:31][c:32]23)[c:14]([C:18]([CH3:19])=[O:20])[cH:15][n:16][cH:17]1.[Cl:1][c:2]1[cH:3][n:4][cH:5][c:6]([Cl:7])[c:8]1[CH2:9][OH:10]>>[Cl:11][c:12]1[c:13]([CH2:21][O:22][c:23]2[cH:24][cH:25][cH:26][c:27]3[c:28](-[c:34]4[n:35]([CH3:39])[n:36][cH:37][cH:38]4)[cH:29][c:30]([CH3:33])[n:31][c:32]23)[c:14]([CH:18]([CH3:19])[OH:20])[cH:15][n:16][cH:17]1.